From a dataset of the Open Reaction Database (ORD), a public repository of structured organic reaction records. describe an organic reaction: reactants, conditions, products, and yield Starting materials: C12(CC3CC(CC(C1)C3)C2)NC(C(S(=O)(=O)F)(F)F)=O (2-(adamant-1-ylamino)-1,1-difluoro-2-oxoethanesulfonyl fluoride), FC(C(CC1(OCCCO1)C)O)(F)F (1,1,1-trifluoro-3-(2-methyl-1,3-dioxan-2-yl)propan-2-ol), C(C)(C)OC(C)C (diisopropyl ether), Cl (hydrochloric acid), C(C)(C)[N-]C(C)C.[Li+] (lithium diisopropylamide). Solvent: O1CCCC1 (tetrahydrofuran), C(C)(=O)OCC (ethyl acetate). Conditions: time 30 minute. The product is C12(CC3CC(CC(C1)C3)C2)NC(C(S(=O)(=O)OC(C(F)(F)F)CC2(OCCCO2)C)(F)F)=O (1,1,1-trifluoro-3-(2-methyl-1,3-dioxan-2-yl)propan-2-yl 2-(adamant -1-ylamino)-1,1-difluoro-2-oxoethanesulfonate). The yield is 60.0%. Reaction SMILES: [F:1][C:2]([F:14])([F:13])[CH:3]([OH:12])[CH2:4][C:5]1([CH3:11])[O:10][CH2:9][CH2:8][CH2:7][O:6]1.C(OC(C)C)(C)C.C([N-]C(C)C)(C)C.[Li+].[C:30]12([NH:40][C:41](=[O:49])[C:42]([F:48])([F:47])[S:43](F)(=[O:45])=[O:44])[CH2:39][CH:34]3[CH2:35][CH:36]([CH2:38][CH:32]([CH2:33]3)[CH2:31]1)[CH2:37]2.Cl>C(OCC)(=O)C.O1CCCC1>[C:30]12([NH:40][C:41](=[O:49])[C:42]([F:47])([F:48])[S:43]([O:12][CH:3]([CH2:4][C:5]3([CH3:11])[O:6][CH2:7][CH2:8][CH2:9][O:10]3)[C:2]([F:1])([F:13])[F:14])(=[O:44])=[O:45])[CH2:39][CH:34]3[CH2:33][CH:32]([CH2:38][CH:36]([CH2:35]3)[CH2:37]1)[CH2:31]2 |f:2.3|. Procedure details: A 200 ml round-bottom flask provided having a thermocouple and a dropping funnel was charged with 5 g (23 mmol) of 1,1,1-trifluoro-3-(2-methyl-1,3-dioxan-2-yl)propan-2-ol and 40 g of diisopropyl ether. To the flask, 24.5 ml of 1 mol/L lithium diisopropylamide was added dropwise over 30 minutes in a nitrogen atmosphere at −30° C. or lower (thereby obtaining a solution “C”). The solution was stirred for 30 minutes after the termination of the dropwise addition, followed by increasing the temperatu... The reactants are CCOC(C)=O, Cl, CC(C)(C)OC(=O)NCCc1nc(-c2ccc(-c3ccccc3)cc2)c[nH]1. The product is NCCc1nc(-c2ccc(-c3ccccc3)cc2)c[nH]1. As a reaction SMILES: [CH3:28][CH2:29][O:30][C:31](=[O:32])[CH3:33].[ClH:34].[c:1]1(-[c:22]2[cH:23][cH:24][cH:25][cH:26][cH:27]2)[cH:2][cH:3][c:4](-[c:7]2[n:8][c:9]([CH2:12][CH2:13][NH:14][C:15](=[O:16])[O:17][C:18]([CH3:19])([CH3:20])[CH3:21])[nH:10][cH:11]2)[cH:5][cH:6]1>>[c:1]1(-[c:22]2[cH:23][cH:24][cH:25][cH:26][cH:27]2)[cH:2][cH:3][c:4](-[c:7]2[n:8][c:9]([CH2:12][CH2:13][NH2:14])[nH:10][cH:11]2)[cH:5][cH:6]1.